From a dataset of the Open Reaction Database (ORD), a public repository of structured organic reaction records. describe an organic reaction: reactants, conditions, products, and yield The reactants are C1(=CC=CC=C1)C1CNCCCC1 (3-phenyl-azapane), C(C)(=O)O (acetic acid), C(C)(=O)O[BH-](OC(C)=O)OC(C)=O.[Na+] (sodium triacetoxyborohydride), C(=O)C1=CC(=C(OC2=NC=C(C#N)C=C2)C=C1)C (6-(4-Formyl-2-methyl-phenoxy)-nicotinonitrile), C(=O)C1=CC(=C(OC2=NC=C(C#N)C=C2)C=C1)C (6-(4-Formyl-2-methyl-phenoxy)-nicotinonitrile). The solvent is C(C)(=O)OCC (ethyl acetate), CO (methanol), hexanes, ClCCCl (1,2-dichloroethane). Product: CC1=C(OC2=NC=C(C#N)C=C2)C=CC(=C1)CN1CC(CCCC1)C1=CC=CC=C1 ((±)-6-[2-Methyl-4-(3-phenyl-azepan-1ylmethyl)-phenoxy]-nicotinonitrile). Yield: 66.1%. RXN SMILES: [C:1]1([CH:7]2[CH2:13][CH2:12][CH2:11][CH2:10][NH:9][CH2:8]2)[CH:6]=[CH:5][CH:4]=[CH:3][CH:2]=1.[CH:14]([C:16]1[CH:30]=[CH:29][C:19]([O:20][C:21]2[CH:28]=[CH:27][C:24]([C:25]#[N:26])=[CH:23][N:22]=2)=[C:18]([CH3:31])[CH:17]=1)=O.C(O[BH-](OC(=O)C)OC(=O)C)(=O)C.[Na+].C(O)(=O)C>ClCCCl.C(OCC)(=O)C.CO>[CH3:31][C:18]1[CH:17]=[C:16]([CH2:14][N:9]2[CH2:10][CH2:11][CH2:12][CH2:13][CH:7]([C:1]3[CH:6]=[CH:5][CH:4]=[CH:3][CH:2]=3)[CH2:8]2)[CH:30]=[CH:29][C:19]=1[O:20][C:21]1[CH:28]=[CH:27][C:24]([C:25]#[N:26])=[CH:23][N:22]=1 |f:2.3|. Procedure: Using a method similar to Example 365 step 2, using 3-phenyl-azapane (0.0610 g, 0.348 mmol), 6-(4-formyl-2-methyl-phenoxy)-nicotinonitrile (compound of example 365 step 1) (0.0816 g, 0.342 mmol), sodium triacetoxyborohydride (0.110 g, 0.519 mmol), and acetic acid (0.032 mL, 0.56 mmol) in 1,2-dichloroethane (4.0 mL), (no aqueous work-up) provides, after ion exchange chromatography (methanol→2 M ammonia/methanol) and silica gel chromatography (4:1→1:1 hexanes:ethyl acetate), 0.0899 g (65%) of the ... Reactants: O=Cc1cc(Br)ccc1O, CCO, Nc1cc(Cl)cc(Cl)c1. The product is Oc1ccc(Br)cc1C=Nc1cc(Cl)cc(Cl)c1. As a reaction SMILES: [Br:1][c:2]1[cH:3][cH:4][c:5]([OH:10])[c:6]([CH:7]=[O:8])[cH:9]1.[CH3:20][CH2:21][OH:22].[NH2:11][c:12]1[cH:13][c:14]([Cl:15])[cH:16][c:17]([Cl:18])[cH:19]1>>[Br:1][c:2]1[cH:3][cH:4][c:5]([OH:10])[c:6]([CH:7]=[N:11][c:12]2[cH:13][c:14]([Cl:15])[cH:16][c:17]([Cl:18])[cH:19]2)[cH:9]1. The solvent is CN(C)C=O (DMF). The product is C(C)OC(CCCNC=1C2=C(N=CN1)OC(=C2C2=CC=C(C=C2)OC)C2=CC=CC=C2)OCC (N-(4,4-Diethoxybutyl)-5-(4-methoxyphenyl)-6-phenylfuro[2,3-d]pyrimidine-4-amine). Procedure: Stir 600 mg (1.78 mmol) 4-chloro-5-(4-methoxyphenyl)-6-phenylfuro[2,3-d]pyrimidine, 344.7 mg (2.14 mmol) 4-aminobutyraldehyde-diethylacetal and 0.465 ml (2.67 mmol) DIEA in 5 ml DMF overnight at 80° C. After cooling, purify the mixture directly by preparative RP-HPLC (gradient acetonitrile/water). 746 mg (90.7% of theor.) of the target compound is obtained. Reactants: ClC=1C2=C(N=CN1)OC(=C2C2=CC=C(C=C2)OC)C2=CC=CC=C2 (4-chloro-5-(4-methoxyphenyl)-6-phenylfuro[2,3-d]pyrimidine), C(C)OC(CCCN)OCC (4-aminobutyraldehyde-diethylacetal), CCN(C(C)C)C(C)C (DIEA). As a reaction SMILES: Cl[C:2]1[C:3]2[C:10]([C:11]3[CH:16]=[CH:15][C:14]([O:17][CH3:18])=[CH:13][CH:12]=3)=[C:9]([C:19]3[CH:24]=[CH:23][CH:22]=[CH:21][CH:20]=3)[O:8][C:4]=2[N:5]=[CH:6][N:7]=1.[CH2:25]([O:27][CH:28]([O:33][CH2:34][CH3:35])[CH2:29][CH2:30][CH2:31][NH2:32])[CH3:26].CCN(C(C)C)C(C)C>CN(C=O)C>[CH2:34]([O:33][CH:28]([O:27][CH2:25][CH3:26])[CH2:29][CH2:30][CH2:31][NH:32][C:2]1[C:3]2[C:10]([C:11]3[CH:16]=[CH:15][C:14]([O:17][CH3:18])=[CH:13][CH:12]=3)=[C:9]([C:19]3[CH:20]=[CH:21][CH:22]=[CH:23][CH:24]=3)[O:8][C:4]=2[N:5]=[CH:6][N:7]=1)[CH3:35]. Reactants: Cc1ccc(-c2cc(CCC=O)nn2C(C)(C)C)cc1, Cc1cccc(N2CCNCC2C)c1, CCN(C(C)C)C(C)C. The product is Cc1ccc(-c2cc(CCCN3CCN(c4cccc(C)c4)C(C)C3)nn2C(C)(C)C)cc1. RXN SMILES: [C:1]([CH3:2])([CH3:3])([CH3:4])[n:5]1[n:6][c:7]([CH2:17][CH2:18][CH:19]=[O:20])[cH:8][c:9]1-[c:10]1[cH:11][cH:12][c:13]([CH3:16])[cH:14][cH:15]1.[CH3:21][CH:22]1[N:23]([c:28]2[cH:29][c:30]([CH3:34])[cH:31][cH:32][cH:33]2)[CH2:24][CH2:25][NH:26][CH2:27]1.[CH:35]([N:36]([CH2:37][CH3:38])[CH:39]([CH3:40])[CH3:41])([CH3:42])[CH3:43]>>[C:1]([CH3:2])([CH3:3])([CH3:4])[n:5]1[n:6][c:7]([CH2:17][CH2:18][CH2:19][N:26]2[CH2:25][CH2:24][N:23]([c:28]3[cH:29][c:30]([CH3:34])[cH:31][cH:32][cH:33]3)[CH:22]([CH3:21])[CH2:27]2)[cH:8][c:9]1-[c:10]1[cH:11][cH:12][c:13]([CH3:16])[cH:14][cH:15]1. Reactants: CS(=O)(=O)c1ccc2c(c1)CCN2c1cc(OC2CCNCC2)ncn1, CC(C)N=C=O, ClCCl, O. Product: CC(C)NC(=O)N1CCC(Oc2cc(N3CCc4cc(S(C)(=O)=O)ccc43)ncn2)CC1. Reaction SMILES: [CH3:10][S:11](=[O:12])(=[O:13])[c:14]1[cH:15][c:16]2[c:20]([cH:21][cH:22]1)[N:19]([c:23]1[n:24][cH:25][n:26][c:27]([O:29][CH:30]3[CH2:31][CH2:32][NH:33][CH2:34][CH2:35]3)[cH:28]1)[CH2:18][CH2:17]2.[CH:1]([CH3:2])([CH3:3])[N:4]=[C:5]=[O:6].[Cl:7][CH2:8][Cl:9].[OH2:36]>>[CH:1]([CH3:2])([CH3:3])[NH:4][C:5](=[O:6])[N:33]1[CH2:32][CH2:31][CH:30]([O:29][c:27]2[n:26][cH:25][n:24][c:23]([N:19]3[CH2:18][CH2:17][c:16]4[cH:15][c:14]([S:11]([CH3:10])(=[O:12])=[O:13])[cH:22][cH:21][c:20]43)[cH:28]2)[CH2:35][CH2:34]1. The reactants are FC1=C(C=C(C=C1)CC=1NC(=C(N1)C=1C=C2C=CC=NC2=CC1)C1=NC(=CC=C1)C)O (2-fluoro-5-((5-(6-methylpyridin-2-yl)-4-(quinolin-6-yl)-1H-imidazol-2-yl)methyl)phenol), BrCCNC(OC(C)(C)C)=O (tert-butyl 2-bromoethylcarbamate), C(=O)([O-])[O-].[K+].[K+] (K2CO3). Run in CC(=O)C (acetone), O (H2O). Conditions: temperature 60 celsius, time 20 hour. Yields the product FC1=C(OCCNC(OC(C)(C)C)=O)C=C(C=C1)CC=1NC(=C(N1)C=1C=C2C=CC=NC2=CC1)C1=NC(=CC=C1)C (tert-butyl 2-(2-fluoro-5-((5-(6-methylpyridin-2-yl)-4-(quinolin-6-yl)-1H-imidazol-2-yl)methyl)phenoxy)ethylcarbamate). The yield is 91.4%. As a reaction SMILES: [F:1][C:2]1[CH:7]=[CH:6][C:5]([CH2:8][C:9]2[NH:10][C:11]([C:24]3[CH:29]=[CH:28][CH:27]=[C:26]([CH3:30])[N:25]=3)=[C:12]([C:14]3[CH:15]=[C:16]4[C:21](=[CH:22][CH:23]=3)[N:20]=[CH:19][CH:18]=[CH:17]4)[N:13]=2)=[CH:4][C:3]=1[OH:31].Br[CH2:33][CH2:34][NH:35][C:36](=[O:42])[O:37][C:38]([CH3:41])([CH3:40])[CH3:39].C([O-])([O-])=O.[K+].[K+]>CC(C)=O.O>[F:1][C:2]1[CH:7]=[CH:6][C:5]([CH2:8][C:9]2[NH:10][C:11]([C:24]3[CH:29]=[CH:28][CH:27]=[C:26]([CH3:30])[N:25]=3)=[C:12]([C:14]3[CH:15]=[C:16]4[C:21](=[CH:22][CH:23]=3)[N:20]=[CH:19][CH:18]=[CH:17]4)[N:13]=2)=[CH:4][C:3]=1[O:31][CH2:33][CH2:34][NH:35][C:36](=[O:42])[O:37][C:38]([CH3:41])([CH3:40])[CH3:39] |f:2.3.4|. Procedure details: To a stirred solution of 2-fluoro-5-((5-(6-methylpyridin-2-yl)-4-(quinolin-6-yl)-1H-imidazol-2-yl)methyl)phenol (Example 81) (100 mg, 0.244 mmol) in acetone (5 mL) were added tert-butyl 2-bromoethylcarbamate (109 mg, 0.488 mmol) and K2CO3 (67 mg, 0.488 mmol) and the mixture was stirred at 60° C. for 20 hours. The reaction mixture was cooled to room temperature, diluted with H2O (20 mL), and extracted with CH2Cl2 (5 mL, 3 times). The organic layer was dried over Na2SO4, filtered, and evaporated u... Starting materials: CC(C)(C)OC(=O)N1CCC(Oc2ccccc2Br)CC1, C1CNCCN1, CC(C)(C)[O-], Cc1ccccc1, CCOC(C)=O, [Na+], O=C(C=Cc1ccccc1)C=Cc1ccccc1, O=C(C=Cc1ccccc1)C=Cc1ccccc1, O=C(C=Cc1ccccc1)C=Cc1ccccc1, [Pd], [Pd], c1ccc(P(c2ccccc2)c2ccc3ccccc3c2-c2c(P(c3ccccc3)c3ccccc3)ccc3ccccc23)cc1. The product is CC(C)(C)OC(=O)N1CCC(Oc2ccccc2N2CCNCC2)CC1. Reaction SMILES: [C:1](=[O:2])([O:3][C:4]([CH3:5])([CH3:6])[CH3:7])[N:8]1[CH2:9][CH2:10][CH:11]([O:14][c:15]2[c:16]([Br:21])[cH:17][cH:18][cH:19][cH:20]2)[CH2:12][CH2:13]1.[CH2:22]1[CH2:23][NH:24][CH2:25][CH2:26][NH:27]1.[CH3:74][C:75]([CH3:76])([O-:77])[CH3:78].[CH3:80][c:81]1[cH:82][cH:83][cH:84][cH:85][cH:86]1.[CH3:87][CH2:88][O:89][C:90]([CH3:91])=[O:92].[Na+:79].[O:113]=[C:114]([CH:115]=[CH:116][c:117]1[cH:118][cH:119][cH:120][cH:121][cH:122]1)[CH:123]=[CH:124][c:125]1[cH:126][cH:127][cH:128][cH:129][cH:130]1.[O:131]=[C:132]([CH:133]=[CH:134][c:135]1[cH:136][cH:137][cH:138][cH:139][cH:140]1)[CH:141]=[CH:142][c:143]1[cH:144][cH:145][cH:146][cH:147][cH:148]1.[O:95]=[C:96]([CH:97]=[CH:98][c:99]1[cH:100][cH:101][cH:102][cH:103][cH:104]1)[CH:105]=[CH:106][c:107]1[cH:108][cH:109][cH:110][cH:111][cH:112]1.[Pd:93].[Pd:94].[cH:28]1[cH:29][cH:30][c:31]([P:32]([c:33]2[cH:34][cH:35][c:36]3[c:37]([cH:38][cH:39][cH:40][cH:41]3)[c:42]2-[c:43]2[c:44]3[c:45]([cH:46][cH:47][cH:48][cH:49]3)[cH:50][cH:51][c:52]2[P:53]([c:54]2[cH:55][cH:56][cH:57][cH:58][cH:59]2)[c:60]2[cH:61][cH:62][cH:63][cH:64][cH:65]2)[c:66]2[cH:67][cH:68][cH:69][cH:70][cH:71]2)[cH:72][cH:73]1>>[C:1](=[O:2])([O:3][C:4]([CH3:5])([CH3:6])[CH3:7])[N:8]1[CH2:9][CH2:10][CH:11]([O:14][c:15]2[c:16]([N:24]3[CH2:23][CH2:22][NH:27][CH2:26][CH2:25]3)[cH:17][cH:18][cH:19][cH:20]2)[CH2:12][CH2:13]1. As a reaction SMILES: [CH3:1][C:2]1[CH:7]=[CH:6][C:5]([C:8]2[O:12][N:11]=[CH:10][C:9]=2[C:13]([OH:15])=O)=[CH:4][CH:3]=1.[CH3:16][O:17][CH2:18][C@@H:19]1[CH2:23][CH2:22][CH2:21][NH:20]1>>[CH3:16][O:17][CH2:18][C@@H:19]1[CH2:23][CH2:22][CH2:21][N:20]1[C:13]([C:9]1[CH:10]=[N:11][O:12][C:8]=1[C:5]1[CH:4]=[CH:3][C:2]([CH3:1])=[CH:7][CH:6]=1)=[O:15]. Reported procedure: The title compound was prepared from 5-(4-methylphenyl)isoxazole-4-carboxylic acid (10.2 mg, 0.050 mmol) and (S)-2-methoxymethyl-pyrrolidine (6.9 mg, 0.060 mmol) as described in synthetic method C and thereafter purified by preparative HPLC method B to give a solid (4.6 mg). Calcd for C17H20N2O3: 300.1474, found 300.1474. Reactants: CC1=CC=C(C=C1)C1=C(C=NO1)C(=O)O (5-(4-methylphenyl)isoxazole-4-carboxylic acid), COC[C@H]1NCCC1 ((S)-2-methoxymethyl-pyrrolidine). Yields the product COC[C@H]1N(CCC1)C(=O)C=1C=NOC1C1=CC=C(C=C1)C (4-{[(2S)-2-(Methoxymethyl)pyrrolidin-1-yl]carbonyl}-5-(4-methylphenyl)isoxazole), solid. Reactants: COc1ccc(Cc2cc(C3(OC)OC(CO[Si](C)(C)C)C(OCc4ccccc4)C(OCc4ccccc4)C3OCc3ccccc3)ccc2Cl)c(F)c1F, CC(=O)Cl, CO. Product: COc1ccc(Cc2cc(C3(OC)OC(CO)C(OCc4ccccc4)C(OCc4ccccc4)C3OCc3ccccc3)ccc2Cl)c(F)c1F. As a reaction SMILES: [CH2:1]([c:2]1[cH:3][cH:4][cH:5][cH:6][cH:7]1)[O:8][CH:9]1[CH:10]([CH2:51][O:52][Si:53]([CH3:54])([CH3:55])[CH3:56])[O:11][C:12]([O:31][CH3:32])([c:33]2[cH:34][c:35]([CH2:40][c:41]3[c:42]([F:50])[c:43]([F:49])[c:44]([O:47][CH3:48])[cH:45][cH:46]3)[c:36]([Cl:39])[cH:37][cH:38]2)[CH:13]([O:23][CH2:24][c:25]2[cH:26][cH:27][cH:28][cH:29][cH:30]2)[CH:14]1[O:15][CH2:16][c:17]1[cH:18][cH:19][cH:20][cH:21][cH:22]1.[CH3:57][C:58](=[O:59])[Cl:60].[CH3:61][OH:62]>>[CH2:1]([c:2]1[cH:3][cH:4][cH:5][cH:6][cH:7]1)[O:8][CH:9]1[CH:10]([CH2:51][OH:52])[O:11][C:12]([O:31][CH3:32])([c:33]2[cH:34][c:35]([CH2:40][c:41]3[c:42]([F:50])[c:43]([F:49])[c:44]([O:47][CH3:48])[cH:45][cH:46]3)[c:36]([Cl:39])[cH:37][cH:38]2)[CH:13]([O:23][CH2:24][c:25]2[cH:26][cH:27][cH:28][cH:29][cH:30]2)[CH:14]1[O:15][CH2:16][c:17]1[cH:18][cH:19][cH:20][cH:21][cH:22]1.